Dataset: the Open Reaction Database (ORD), a public repository of structured organic reaction records. Task: describe an organic reaction: reactants, conditions, products, and yield Starting materials: O=C([O-])[O-], CCOC(=O)c1nc2ccnn2c(C)c1Cl, Cc1ccccc1, CCOC(C)=O, [Cs+], [Cs+], CSc1ccc(N)c(F)c1, CC(=O)[O-], CC(=O)[O-], [Pd+2]. Product: CCOC(=O)c1nc2ccnn2c(C)c1Nc1ccc(SC)cc1F. Reaction SMILES: [C:11](=[O:12])([O-:13])[O-:14].[CH2:17]([CH3:18])[O:19][C:20](=[O:21])[c:22]1[n:23][c:24]2[n:25]([c:26]([CH3:29])[c:27]1[Cl:28])[n:30][cH:31][cH:32]2.[CH3:33][c:34]1[cH:35][cH:36][cH:37][cH:38][cH:39]1.[CH3:40][CH2:41][O:42][C:43]([CH3:44])=[O:45].[Cs+:15].[Cs+:16].[F:1][c:2]1[c:3]([NH2:10])[cH:4][cH:5][c:6]([S:8][CH3:9])[cH:7]1.[O-:47][C:48]([CH3:49])=[O:50].[O-:51][C:52]([CH3:53])=[O:54].[Pd+2:46]>>[F:1][c:2]1[c:3]([NH:10][c:27]2[c:22]([C:20]([O:19][CH2:17][CH3:18])=[O:21])[n:23][c:24]3[n:25]([c:26]2[CH3:29])[n:30][cH:31][cH:32]3)[cH:4][cH:5][c:6]([S:8][CH3:9])[cH:7]1. Starting materials: CC=1C(=NC=CC1)N(CCCN)C1CCCC=2C=CC=NC12 (N1-(3-methyl-pyridin-2-yl)-N1-(5,6,7,8-tetrahydro-quinolin-8-yl)-propane-1,3-diamine), C(C)(C)(C)OC(NC(N1N=CC=C1)=NC(=O)OC(C)(C)C)=O ((tert-butoxycarbonylimino-pyrazol-1-yl-methyl)-carbamic acid tert-butyl ester), C(C)(C)(C)OC(NC(=NC(=O)OC(C)(C)C)CCCN(C1CCCC=2C=CC=NC12)CC1=NC=CC=C1C)=O (({3-[(3-methyl-pyridin-2-ylmethyl)-(5,6,7,8-tetrahydro-quinolin-8-yl)-amino]-propyl}-tert-butoxycarbonylimino-methyl)-carbamic acid tert butyl ester). Solvent: C1CCOC1 (THF). Product: CC=1C(=NC=CC1)N(CCCNC(=N)N)C1CCCC=2C=CC=NC12 ({3-[(3-methyl-pyridin-2-yl)-(5,6,7,8-tetrahydro-quinolin-8-yl)-amino]-propyl}-guanidine). Reaction SMILES: [CH3:1][C:2]1[C:3]([N:8]([CH:13]2[C:22]3[N:21]=[CH:20][CH:19]=[CH:18][C:17]=3[CH2:16][CH2:15][CH2:14]2)[CH2:9][CH2:10][CH2:11][NH2:12])=[N:4][CH:5]=[CH:6][CH:7]=1.C(OC(=O)[NH:29][C:30](=NC(OC(C)(C)C)=O)[N:31]1C=CC=N1)(C)(C)C.C(OC(=O)NC(CCCN(CC1C(C)=CC=CN=1)C1C2N=CC=CC=2CCC1)=NC(OC(C)(C)C)=O)(C)(C)C>C1COCC1>[CH3:1][C:2]1[C:3]([N:8]([CH:13]2[C:22]3[N:21]=[CH:20][CH:19]=[CH:18][C:17]=3[CH2:16][CH2:15][CH2:14]2)[CH2:9][CH2:10][CH2:11][NH:12][C:30]([NH2:31])=[NH:29])=[N:4][CH:5]=[CH:6][CH:7]=1. Procedure details: N1-(3-methyl-pyridin-2-yl)-N1-(5,6,7,8-tetrahydro-quinolin-8-yl)-propane-1,3-diamine (63 mg, 0.20 mmol) and (tert-butoxycarbonylimino-pyrazol-1-yl-methyl)-carbamic acid tert-butyl ester (110 mg, 0.31 mmol) was stirred in THF (0.3 mL) for 16 hours. The solvent was removed under reduced pressure, CH2Cl2 (10 mL) was added and the organic phase washed with 15% aqueous NaOH solution (5×5 mL). The organic phase was then dried (Na2SO4) and concentrated under reduced pressure to afford, after column chr... Reactants: C1(=CC=CC=C1)C(C)C (cumene), stainless steel, [H][H] (hydrogen). Solvent: C1=CC=CC=C1 (benzene). Yields the product C1(=CC=CC=C1)C(C)C (cumene), C=CC (propylene). RXN SMILES: [H][H].[C:3]1([CH:9]([CH3:11])[CH3:10])[CH:8]=[CH:7][CH:6]=[CH:5][CH:4]=1>C1C=CC=CC=1>[C:3]1([CH:9]([CH3:11])[CH3:10])[CH:8]=[CH:7][CH:6]=[CH:5][CH:4]=1.[CH2:4]=[CH:3][CH3:8]. Reported procedure: A stainless steel reaction tube with a glass-coated inside was filled with 0.1 g of a carrier molded into 0.5 to 1.0 mm in size, and a pretreatment was carried out in a stream of gaseous hydrogen of 80 ml/min in rate for three hours. 1 μl of cumene was injected into the tube at a reaction temperature of 200° C. to obtain the cracking ratios (mol %) of cumene to propylene and benzene. Starting materials: crude material, ClC1=CC=C(N=N1)C(C(C#C[Si](C)(C)C)=O)C=1C=C(C(=O)OC)C=CC1OC (methyl 3-[1-(6-chloropyridazin-3-yl)-2-oxo-4-(trimethylsilyl)but-3-yn-1-yl]-4methoxybenzoate), CCCC[N+](CCCC)(CCCC)CCCC.[F-] (TBAF), ice water. Run in CN1CCCC1=O (NMP), C1CCOC1 (THF), O.CCOC(=O)C (H2O EtOAc). Conditions: temperature 90 celsius, time 10 minute. Yields the product ClC=1C=CC=2N(N1)C=CC(C2C=2C=C(C(=O)OC)C=CC2OC)=O (methyl 3-(2-chloro-6-oxo-6H-pyrido[1,2-b]pyridazin-5-yl)-4-methoxybenzoate). RXN SMILES: [Cl:1][C:2]1[N:7]=[N:6][C:5]([CH:8]([C:17]2[CH:18]=[C:19]([CH:24]=[CH:25][C:26]=2[O:27][CH3:28])[C:20]([O:22][CH3:23])=[O:21])[C:9](=[O:16])[C:10]#[C:11][Si](C)(C)C)=[CH:4][CH:3]=1.CCCC[N+](CCCC)(CCCC)CCCC.[F-]>C1COCC1.O.CCOC(C)=O.CN1C(=O)CCC1>[Cl:1][C:2]1[CH:3]=[CH:4][C:5]2[N:6]([CH:11]=[CH:10][C:9](=[O:16])[C:8]=2[C:17]2[CH:18]=[C:19]([CH:24]=[CH:25][C:26]=2[O:27][CH3:28])[C:20]([O:22][CH3:23])=[O:21])[N:7]=1 |f:1.2,4.5|. Procedure details: To a solution methyl 3-[1-(6-chloropyridazin-3-yl)-2-oxo-4-(trimethylsilyl)but-3-yn-1-yl]-4methoxybenzoate (5.58 g, 13.4 mmol) in THF (200 mL) was added TBAF (20.0 mL, 20 mmol) at 0° C. After 10 min the reaction was complete by TLC analysis and diluted with H2O/EtOAc (1/1). The organic layer was washed with H2O, brine, dried over MgSO4 and concentrated to yield an oil. The crude material was dissolved in NMP (25 mL) and heated to 90° C. for 0.5 hr. The completed reaction was poured into 500 mL o... Starting materials: FC1=C2C(C(NC2=CC=C1[N+](=O)[O-])=O)(C)C (4-fluoro-3,3-dimethyl-5-nitro-1,3-dihydro-2H-indol-2-one), FC(S(=O)(=O)OCC(F)(F)F)(F)F (2,2,2-trifluoroethyl trifluoromethanesulfonate), C([O-])([O-])=O.[K+].[K+] (potassium carbonate), CN(C)C=O (DMF). Run in O (water). Run at time 1 hour. The product is FC1=C2C(C(N(C2=CC=C1[N+](=O)[O-])CC(F)(F)F)=O)(C)C (4-fluoro-3,3-dimethyl-5-nitro-1-(2,2,2-trifluoroethyl)-1,3-dihydro-2H-indol-2-one). Isolated yield 1610.7%. As a reaction SMILES: [F:1][C:2]1[C:10]([N+:11]([O-:13])=[O:12])=[CH:9][CH:8]=[C:7]2[C:3]=1[C:4]([CH3:16])([CH3:15])[C:5](=[O:14])[NH:6]2.FC(F)(F)S(O[CH2:23][C:24]([F:27])([F:26])[F:25])(=O)=O.C(=O)([O-])[O-].[K+].[K+].CN(C=O)C>O>[F:1][C:2]1[C:10]([N+:11]([O-:13])=[O:12])=[CH:9][CH:8]=[C:7]2[C:3]=1[C:4]([CH3:16])([CH3:15])[C:5](=[O:14])[N:6]2[CH2:23][C:24]([F:27])([F:26])[F:25] |f:2.3.4|. Procedure: A suspension of 4-fluoro-3,3-dimethyl-5-nitro-1,3-dihydro-2H-indol-2-one (0.10 g), 2,2,2-trifluoroethyl trifluoromethanesulfonate (0.16 g), potassium carbonate (0.12 g) and DMF (2 mL) was stirred at room temperature for 1 hr. To the reaction mixture was added water, and the mixture was extracted with ethyl acetate. The extract was washed with saturated brine, dried over anhydrous magnesium sulfate, and concentrated under reduced pressure. The obtained residue was purified by silica gel column ch... Reactants: CC(=O)N1CCNCC1, O=C([O-])[O-], CN(C)C=O, Cc1ccc(N(C)S(=O)(=O)c2cccs2)c2[nH]c(-c3ncc(CCl)s3)cc12, [K+], [K+], O. Product: CC(=O)N1CCN(Cc2cnc(-c3cc4c(C)ccc(N(C)S(=O)(=O)c5cccs5)c4[nH]3)s2)CC1. Reaction SMILES: [C:28]([CH3:29])(=[O:30])[N:31]1[CH2:32][CH2:33][NH:34][CH2:35][CH2:36]1.[C:37](=[O:38])([O-:39])[O-:40].[CH3:44][N:45]([CH3:46])[CH:47]=[O:48].[Cl:1][CH2:2][c:3]1[cH:4][n:5][c:6](-[c:8]2[nH:9][c:10]3[c:11]([N:18]([S:19](=[O:20])(=[O:21])[c:22]4[s:23][cH:24][cH:25][cH:26]4)[CH3:27])[cH:12][cH:13][c:14]([CH3:17])[c:15]3[cH:16]2)[s:7]1.[K+:41].[K+:42].[OH2:43]>>[CH2:2]([c:3]1[cH:4][n:5][c:6](-[c:8]2[nH:9][c:10]3[c:11]([N:18]([S:19](=[O:20])(=[O:21])[c:22]4[s:23][cH:24][cH:25][cH:26]4)[CH3:27])[cH:12][cH:13][c:14]([CH3:17])[c:15]3[cH:16]2)[s:7]1)[N:34]1[CH2:33][CH2:32][N:31]([C:28]([CH3:29])=[O:30])[CH2:36][CH2:35]1.